Dataset: the Open Reaction Database (ORD), a public repository of structured organic reaction records. Task: describe an organic reaction: reactants, conditions, products, and yield Starting materials: [N+](=O)([O-])C1=C(C=CC=C1)O (2-nitrophenol), CC(=O)C (acetone), ICC=C (3-iodo-1-propene), C([O-])([O-])=O.[K+].[K+] (potassium carbonate). The solvent is O (water). Reaction conditions: temperature 0 celsius, time 1 hour. The product is C(C=C)OC1=C(C=CC=C1)[N+](=O)[O-] (1-allyloxy-2-nitrobenzene). RXN SMILES: [N+:1]([C:4]1[CH:9]=[CH:8][CH:7]=[CH:6][C:5]=1[OH:10])([O-:3])=[O:2].[CH3:11][C:12]([CH3:14])=O.ICC=C.C(=O)([O-])[O-].[K+].[K+]>O>[CH2:14]([O:10][C:5]1[CH:6]=[CH:7][CH:8]=[CH:9][C:4]=1[N+:1]([O-:3])=[O:2])[CH:12]=[CH2:11] |f:3.4.5|. Procedure details: To a stirred solution of 2-nitrophenol (5.2 g, 0.037 mol) in acetone (100 mL, 1 mol) at 0° C. was added 3-iodo-1-propene (3.8 mL, 0.041 mol) and potassium carbonate (5.7 g, 0.041 mol). The reaction mixture was stirred for 1 h at 0° C. then warmed to room temperature overnight. The reaction mixture was worked up by diluting the reaction with water and washing with dichloromethane. The organic phase was washed with a 10% HCl solution, water and brine then dried over magnesium sulfate, filtered and... Reaction SMILES: [C:29](=[O:30])([O-:31])[O-:32].[CH3:1][C:2](=[CH:3][CH2:4][CH2:5][CH:6]([CH:7]=[CH:8][CH:9]1[CH:10]2[CH2:11][C:12](=[O:26])[O:13][CH:14]2[CH2:15][CH:16]1[O:17][C:18](=[O:19])[c:20]1[cH:21][cH:22][cH:23][cH:24][cH:25]1)[OH:27])[CH3:28].[CH3:36][OH:37].[ClH:35].[K+:33].[K+:34]>>[CH3:1][C:2](=[CH:3][CH2:4][CH2:5][CH:6]([CH:7]=[CH:8][CH:9]1[CH:10]2[CH2:11][C:12](=[O:26])[O:13][CH:14]2[CH2:15][CH:16]1[OH:17])[OH:27])[CH3:28]. Yields the product CC(C)=CCCC(O)C=CC1C(O)CC2OC(=O)CC21. Reactants: O=C([O-])[O-], CC(C)=CCCC(O)C=CC1C(OC(=O)c2ccccc2)CC2OC(=O)CC21, CO, Cl, [K+], [K+]. Reactants: NC1=CC=CC=C1C(O)=O, O=S(C1=CC=C([N+]([O-])=O)C=C1)(Cl)=O. Reagents/catalysts: O=C([O-])O.[Na+] (NaHCO3). The solvent is O (water), OCCOCCOCCOCCOCCO (PEG400), CC(C)=O (acetone). Reaction conditions: temperature 25 celsius, pressure 100 psi, time 20 minute. Product: O=C(O)c1ccccc1NS(=O)(=O)c1ccc([N+](=O)[O-])cc1. The yield is 89.0%. The reactants are NCC1CN(c2ccc(NC3CCN(C(=O)OCc4ccccc4)CC3)c(F)c2)C(=O)O1, CC(=O)OC(C)=O, CC(=O)O. Product: CC(=O)NCC1CN(c2ccc(NC3CCN(C(=O)OCc4ccccc4)CC3)c(F)c2)C(=O)O1. RXN SMILES: [CH2:1]([c:2]1[cH:3][cH:4][cH:5][cH:6][cH:7]1)[O:8][C:9](=[O:10])[N:11]1[CH2:12][CH2:13][CH:14]([NH:17][c:18]2[c:19]([F:32])[cH:20][c:21]([N:24]3[C:25](=[O:31])[O:26][CH:27]([CH2:29][NH2:30])[CH2:28]3)[cH:22][cH:23]2)[CH2:15][CH2:16]1.[CH3:33][C:34](=[O:35])[O:36][C:37](=[O:38])[CH3:39].[CH3:40][C:41](=[O:42])[OH:43]>>[CH2:1]([c:2]1[cH:3][cH:4][cH:5][cH:6][cH:7]1)[O:8][C:9](=[O:10])[N:11]1[CH2:12][CH2:13][CH:14]([NH:17][c:18]2[c:19]([F:32])[cH:20][c:21]([N:24]3[C:25](=[O:31])[O:26][CH:27]([CH2:29][NH:30][C:34]([CH3:33])=[O:35])[CH2:28]3)[cH:22][cH:23]2)[CH2:15][CH2:16]1. The reactants are C(=C)C(C1=CC=CC=C1)OCC1=CC=C(C=C1)CO (p-hydroxymethylbenzyl vinylbenzyl ether), C1(=CC=CC=C1)P(C1=CC=CC=C1)C1=CC=CC=C1 (triphenylphosphine), C(C)(C)(C)C1=CC(=CC(=C1O)C(C)(C)C)C (2,6-di-tert-butyl-p-cresol), C(Cl)(Cl)(Cl)Cl (carbon tetrachloride). Conditions: time 8 hour. Product: C(=C)C1=CC=C(COC2=CC=C(C=C2)CCl)C=C1 (p-Chloromethylphenyl p-vinylbenzyl ether). Yield: 83.0%. As a reaction SMILES: C([CH:3]([O:10][CH2:11][C:12]1[CH:17]=[CH:16][C:15]([CH2:18]O)=[CH:14][CH:13]=1)[C:4]1[CH:9]=[CH:8][CH:7]=[CH:6]C=1)=C.[C:20]1(P(C2C=CC=CC=2)C2C=CC=CC=2)C=CC=CC=1.C(C1C(O)=C(C(C)(C)C)C=C(C)C=1)(C)(C)C.[C:55]([Cl:59])(Cl)(Cl)Cl>>[CH:18]([C:15]1[CH:14]=[CH:13][C:12]([CH2:11][O:10][C:3]2[CH:4]=[CH:9][C:8]([CH2:55][Cl:59])=[CH:7][CH:6]=2)=[CH:17][CH:16]=1)=[CH2:20]. Reported procedure: A mixture of p-hydroxymethylbenzyl vinylbenzyl ether (39.2 g, 0.16 molar), triphenylphosphine (46.0 g, 0.18 molar), and 2,6-di-tert-butyl-p-cresol (0.5 g) in carbon tetrachloride (550 ml) was heated at reflux for 2 hours and then stirred at ambient temperature overnight. The next day the reaction was filtered and the solvent removed on a rotary evaporator. To the residue was added methanol (300 ml) to precipitate a white solid: m.p. of 110°-112° C. Yield of 83%. Analysis calculated for C16H15C10...